Task: describe an organic reaction: reactants, conditions, products, and yield. Dataset: the Open Reaction Database (ORD), a public repository of structured organic reaction records The reactants are C(C)(C)(C)OC(NCCCC1=CC(=C(C=C1)N1S(N(C(C1)=O)CC[Si](C)(C)C)(=O)=O)OCC1=CC=CC=C1)=O ((3-{3-Benzyloxy-4-[1,1,4-trioxo-5-(2-trimethylsilanylethyl)-1,2,5-thiadiazolidin-2-yl]-phenyl}-propyl)-carbamic Acid Tert-butyl Ester), FC(C(=O)O)(F)F (trifluoroacetic acid). Run in C(Cl)Cl (CH2Cl2). Reaction conditions: time 1 hour. Yields the product OC(=O)C(F)(F)F.NCCCC1=CC(=C(C=C1)N1CC(N(S1(=O)=O)CC[Si](C)(C)C)=O)OCC1=CC=CC=C1 (5-[4-(3-Aminopropyl)-2-benzyloxyphenyl]-1,1-dioxo-2-(2-trimethylsilanylethyl)-1,2,5-thiadiazolidin-3-one TFA Salt). Reaction SMILES: C(OC(=O)[NH:7][CH2:8][CH2:9][CH2:10][C:11]1[CH:16]=[CH:15][C:14]([N:17]2[CH2:21][C:20](=[O:22])[N:19]([CH2:23][CH2:24][Si:25]([CH3:28])([CH3:27])[CH3:26])[S:18]2(=[O:30])=[O:29])=[C:13]([O:31][CH2:32][C:33]2[CH:38]=[CH:37][CH:36]=[CH:35][CH:34]=2)[CH:12]=1)(C)(C)C.[F:40][C:41]([F:46])([F:45])[C:42]([OH:44])=[O:43]>C(Cl)Cl>[OH:44][C:42]([C:41]([F:46])([F:45])[F:40])=[O:43].[NH2:7][CH2:8][CH2:9][CH2:10][C:11]1[CH:16]=[CH:15][C:14]([N:17]2[S:18](=[O:30])(=[O:29])[N:19]([CH2:23][CH2:24][Si:25]([CH3:26])([CH3:27])[CH3:28])[C:20](=[O:22])[CH2:21]2)=[C:13]([O:31][CH2:32][C:33]2[CH:34]=[CH:35][CH:36]=[CH:37][CH:38]=2)[CH:12]=1 |f:3.4|. Reported procedure: To a solution of (3-{3-benzyloxy-4-[1,1,4-trioxo-5-(2-trimethylsilanylethyl)-1,2,5-thiadiazolidin-2-yl]-phenyl}-propyl)-carbamic acid tert-butyl ester (6.0 g, 10.4 mmol) (from Example 57, step B) in 20 mL of CH2Cl2 is added trifluoroacetic acid (5.0 mL). The mixture stirred for 1 h and then the solvent is removed under reduced pressure to afford the title compound as an orange oil. Reactants: ClC(C(OC(C)C1=CC(=CC2=CN(N=C12)C1CC1)Cl)=N)(Cl)Cl ((±)-1-(5-Chloro-2-cyclopropyl-2H-indazol-7-yl)ethyl 2,2,2-trichloroacetimidate), FC1=CC=C(C=C1)C1(CCN(CC1)C(=O)OC(C)(C)C)CO (tert-butyl 4-(4-fluorophenyl)-4-(hydroxymethyl)piperidine-1-carboxylate). Run in ClCCl.C1CCCCC1 (dichloromethane cyclohexane). Run at temperature 0 celsius, time 1 hour. Product: ClC1=CC2=CN(N=C2C(=C1)C(C)OCC1(CCN(CC1)C(=O)OC(C)(C)C)C1=CC=C(C=C1)F)C1CC1 ((±)-tert-Butyl 4-((1-(5-chloro-2-cyclopropyl-2H-indazol-7-yl)ethoxy)methyl)-4-(4-fluorophenyl)piperidine-1-carboxylate). Reaction SMILES: ClC(Cl)(Cl)C(=N)O[CH:5]([C:7]1[C:15]2[C:11](=[CH:12][N:13]([CH:16]3[CH2:18][CH2:17]3)[N:14]=2)[CH:10]=[C:9]([Cl:19])[CH:8]=1)[CH3:6].[F:23][C:24]1[CH:29]=[CH:28][C:27]([C:30]2([CH2:43][OH:44])[CH2:35][CH2:34][N:33]([C:36]([O:38][C:39]([CH3:42])([CH3:41])[CH3:40])=[O:37])[CH2:32][CH2:31]2)=[CH:26][CH:25]=1>ClCCl.C1CCCCC1>[Cl:19][C:9]1[CH:8]=[C:7]([CH:5]([O:44][CH2:43][C:30]2([C:27]3[CH:26]=[CH:25][C:24]([F:23])=[CH:29][CH:28]=3)[CH2:31][CH2:32][N:33]([C:36]([O:38][C:39]([CH3:40])([CH3:41])[CH3:42])=[O:37])[CH2:34][CH2:35]2)[CH3:6])[C:15]2[C:11](=[CH:12][N:13]([CH:16]3[CH2:18][CH2:17]3)[N:14]=2)[CH:10]=1 |f:2.3|. Reported procedure: (±)-1-(5-Chloro-2-cyclopropyl-2H-indazol-7-yl)ethyl 2,2,2-trichloroacetimidate (365 mg, 0.96 mmol) and tert-butyl 4-(4-fluorophenyl)-4-(hydroxymethyl)piperidine-1-carboxylate (366 mg, 1.05 mmol) were combined in a dichloromethane/cyclohexane mixture (1:1, 10 mL) and cooled to 0° C. The reaction was treated with tetrafluoroboric acid-diethyl ether complex (26 μL, 0.19 mmol), stirred at 0° C. for 1 h, quenched by addition of saturated sodium bicarbonate and diluted with diethyl ether. The layers w...